This data is from the Open Reaction Database (ORD), a public repository of structured organic reaction records. The task is: describe an organic reaction: reactants, conditions, products, and yield As a reaction SMILES: [C:53](=[O:54])([O-:55])[O-:56].[CH3:37][S:38]([O:39][CH2:42][CH2:43][CH2:44][N:45]1[CH2:46][C:47]2([CH2:48][CH2:49]2)[CH:50]([OH:52])[CH2:51]1)(=[O:40])=[O:41].[Cs+:57].[Cs+:58].[F:1][c:2]1[cH:3][c:4]([NH:20][C:21](=[O:22])[c:23]2[c:24](=[O:36])[n:25](-[c:30]3[cH:31][cH:32][cH:33][cH:34][cH:35]3)[n:26]([CH3:29])[c:27]2[CH3:28])[cH:5][cH:6][c:7]1[O:8][c:9]1[cH:10][cH:11][n:12][c:13]2[cH:14][c:15]([OH:19])[cH:16][cH:17][c:18]12>>[F:1][c:2]1[cH:3][c:4]([NH:20][C:21](=[O:22])[c:23]2[c:24](=[O:36])[n:25](-[c:30]3[cH:31][cH:32][cH:33][cH:34][cH:35]3)[n:26]([CH3:29])[c:27]2[CH3:28])[cH:5][cH:6][c:7]1[O:8][c:9]1[cH:10][cH:11][n:12][c:13]2[cH:14][c:15]([O:19][CH2:42][CH2:43][CH2:44][N:45]3[CH2:46][C:47]4([CH2:48][CH2:49]4)[CH:50]([OH:52])[CH2:51]3)[cH:16][cH:17][c:18]12. Product: Cc1c(C(=O)Nc2ccc(Oc3ccnc4cc(OCCCN5CC(O)C6(CC6)C5)ccc34)c(F)c2)c(=O)n(-c2ccccc2)n1C. The reactants are O=C([O-])[O-], CS(=O)(=O)OCCCN1CC(O)C2(CC2)C1, [Cs+], [Cs+], Cc1c(C(=O)Nc2ccc(Oc3ccnc4cc(O)ccc34)c(F)c2)c(=O)n(-c2ccccc2)n1C.